From a dataset of the Open Reaction Database (ORD), a public repository of structured organic reaction records. describe an organic reaction: reactants, conditions, products, and yield The reactants are O=C(Cl)C(=O)Cl, C1CCOC1, COc1ccc2c(c1)C(CC(=O)O)=C(C)C2=Cc1ccccc1. Yields the product COc1ccc2c(c1)C(CCO)=C(C)C2=Cc1ccccc1. RXN SMILES: [C:24]([Cl:25])(=[O:26])[C:27]([Cl:28])=[O:29].[CH2:30]1[O:31][CH2:32][CH2:33][CH2:34]1.[CH3:1][O:2][c:3]1[cH:4][c:5]2[c:9]([cH:10][cH:11]1)[C:8](=[CH:12][c:13]1[cH:14][cH:15][cH:16][cH:17][cH:18]1)[C:7]([CH3:19])=[C:6]2[CH2:20][C:21](=[O:22])[OH:23]>>[CH3:1][O:2][c:3]1[cH:4][c:5]2[c:9]([cH:10][cH:11]1)[C:8](=[CH:12][c:13]1[cH:14][cH:15][cH:16][cH:17][cH:18]1)[C:7]([CH3:19])=[C:6]2[CH2:20][CH2:21][OH:22].